This data is from the Open Reaction Database (ORD), a public repository of structured organic reaction records. The task is: describe an organic reaction: reactants, conditions, products, and yield Procedure details: 2-Bromothiophene and 4-ethylphenylboronic acid were treated in a manner similar to Reference Example 20-(1) to give the target compound. Yields the product C(C)C1=CC=C(C=C1)C=1SC=CC1 (2-(4-Ethylphenyl)thiophene). Starting materials: BrC=1SC=CC1 (2-Bromothiophene), C(C)C1=CC=C(C=C1)B(O)O (4-ethylphenylboronic acid). As a reaction SMILES: Br[C:2]1[S:3][CH:4]=[CH:5][CH:6]=1.[CH2:7]([C:9]1[CH:14]=[CH:13][C:12](B(O)O)=[CH:11][CH:10]=1)[CH3:8]>>[CH2:7]([C:9]1[CH:14]=[CH:13][C:12]([C:2]2[S:3][CH:4]=[CH:5][CH:6]=2)=[CH:11][CH:10]=1)[CH3:8].